From a dataset of the Open Reaction Database (ORD), a public repository of structured organic reaction records. describe an organic reaction: reactants, conditions, products, and yield The reactants are S1C=C(C2=C1C=CC=C2)CCI (2-(1-benzothiophene-3-yl)ethyl iodide), C(C)(C)N(C(C)C)CC (N,N-diisopropylethylamine), CS(=O)C (DMSO), N1CCC(=CC1)N1C=CC2=CC=CC=C12 ((1,2,3,6-tetrahydro-4-pyridinyl)-1H-indole). Product: S1C=C(C2=C1C=CC=C2)CCN2CCC(=CC2)C2=CNC1=CC=CC=C21 (3-{1-[2-(1-benzothiophene-3-yl)ethyl]-1,2,3,6-tetrahydro-4-pyridinyl}-1H-indole). As a reaction SMILES: [S:1]1[C:5]2[CH:6]=[CH:7][CH:8]=[CH:9][C:4]=2[C:3]([CH2:10][CH2:11]I)=[CH:2]1.N1CC=C([N:19]2[C:27]3[C:22](=[CH:23][CH:24]=[CH:25][CH:26]=3)[CH:21]=[CH:20]2)CC1.C([N:31]([CH2:35][CH3:36])[CH:32]([CH3:34])C)(C)C.[CH3:37]S(C)=O>>[S:1]1[C:5]2[CH:6]=[CH:7][CH:8]=[CH:9][C:4]=2[C:3]([CH2:10][CH2:11][N:31]2[CH2:32][CH:34]=[C:37]([C:21]3[C:22]4[C:27](=[CH:26][CH:25]=[CH:24][CH:23]=4)[NH:19][CH:20]=3)[CH2:36][CH2:35]2)=[CH:2]1. Reported procedure: A mixture of 2-(1-benzothiophene-3-yl)ethyl iodide (284 mg. 1 mmol) (obtained by the above mentioned process) and 3 (1,2,3,6-tetrahydro-4-pyridinyl)-1H-indole (198 mg, 1 mmol) was heated at 120° C. in DMSO in the presence of N,N-diisopropylethylamine (5 ml, excess) for 24 hrs. At the end, the reaction mixture was quenched with water and extracted with chloroform. The organic layer was washed with water and dried over anhydrous MgSO4 and concentrated to dryness. The dark colored solid was purifie... Reactants: O=C([O-])[O-], CS(=O)(=O)c1ccc(B(O)O)cc1, CC(C)(C)OC(=O)N1CCC(COc2ccc(Cl)nc2)CC1, [Na+], [Na+], CN(C)C=O, Cl[Pd]Cl, c1ccc(P(c2ccccc2)c2ccccc2)cc1, c1ccc(P(c2ccccc2)c2ccccc2)cc1. The product is CC(C)(C)OC(=O)N1CCC(COc2ccc(-c3ccc(S(C)(=O)=O)cc3)nc2)CC1. As a reaction SMILES: [C:36](=[O:37])([O-:38])[O-:39].[CH3:1][S:2](=[O:3])(=[O:4])[c:5]1[cH:6][cH:7][c:8]([B:11]([OH:12])[OH:13])[cH:9][cH:10]1.[Cl:14][c:15]1[cH:16][cH:17][c:18]([O:21][CH2:22][CH:23]2[CH2:24][CH2:25][N:26]([C:29](=[O:30])[O:31][C:32]([CH3:33])([CH3:34])[CH3:35])[CH2:27][CH2:28]2)[cH:19][n:20]1.[Na+:40].[Na+:41].[O:42]=[CH:43][N:44]([CH3:45])[CH3:46].[Pd:47]([Cl:48])[Cl:49].[c:50]1([P:51]([c:52]2[cH:53][cH:54][cH:55][cH:56][cH:57]2)[c:58]2[cH:59][cH:60][cH:61][cH:62][cH:63]2)[cH:64][cH:65][cH:66][cH:67][cH:68]1.[c:69]1([P:70]([c:71]2[cH:72][cH:73][cH:74][cH:75][cH:76]2)[c:77]2[cH:78][cH:79][cH:80][cH:81][cH:82]2)[cH:83][cH:84][cH:85][cH:86][cH:87]1>>[CH3:1][S:2](=[O:3])(=[O:4])[c:5]1[cH:6][cH:7][c:8](-[c:15]2[cH:16][cH:17][c:18]([O:21][CH2:22][CH:23]3[CH2:24][CH2:25][N:26]([C:29](=[O:30])[O:31][C:32]([CH3:33])([CH3:34])[CH3:35])[CH2:27][CH2:28]3)[cH:19][n:20]2)[cH:9][cH:10]1. Starting materials: CC(C)C[C@@H](C(=O)O)NC(=O)OCC1=CC=CC=C1 (Z-L-leucine), N1CCC(CC1)OCC(=O)OC(C)(C)C (t-butyl 4-piperidinyloxyacetate). Yields the product C(C1=CC=CC=C1)OC(=O)N[C@@H](CC(C)C)C(=O)N1CCC(CC1)OCC(=O)OC(C)(C)C (t-butyl [[1-[N-[(benzyloxy)carbonyl]-L-leucyl]-4-piperidinyl]oxy]acetate). Yield: 95.4%. Reaction SMILES: [CH3:1][CH:2]([CH2:4][C@H:5]([NH:9][C:10]([O:12][CH2:13][C:14]1[CH:19]=[CH:18][CH:17]=[CH:16][CH:15]=1)=[O:11])[C:6]([OH:8])=O)[CH3:3].[NH:20]1[CH2:25][CH2:24][CH:23]([O:26][CH2:27][C:28]([O:30][C:31]([CH3:34])([CH3:33])[CH3:32])=[O:29])[CH2:22][CH2:21]1>>[CH2:13]([O:12][C:10]([NH:9][C@H:5]([C:6]([N:20]1[CH2:21][CH2:22][CH:23]([O:26][CH2:27][C:28]([O:30][C:31]([CH3:34])([CH3:33])[CH3:32])=[O:29])[CH2:24][CH2:25]1)=[O:8])[CH2:4][CH:2]([CH3:1])[CH3:3])=[O:11])[C:14]1[CH:19]=[CH:18][CH:17]=[CH:16][CH:15]=1. Procedure details: By coupling 2.6 g of Z-L-leucine with 2 g of t-butyl 4-piperidinyloxyacetate as described in Example 1d) there are obtained 4.1 g of t-butyl [[1-[N-[(benzyloxy)carbonyl]-L-leucyl]-4-piperidinyl]oxy]acetate, MS (FAB): 463 (M+H)+.